From a dataset of the Open Reaction Database (ORD), a public repository of structured organic reaction records. describe an organic reaction: reactants, conditions, products, and yield Starting materials: C(C)(=O)O[BH-](OC(C)=O)OC(C)=O.[Na+] (Sodium triacetoxyborohydride), C(C)(=O)O (acetic acid), FC1=C(C=C(C=C1)C1=CC2=C(N(N=N2)C(C2=CC=CC=C2)(C2=CC=CC=C2)C2=CC=CC=C2)C=C1)C=O (5-(4-fluoro-3-formylphenyl)-1-trityl-1H-benzotriazole), C[Si](CCOC(=O)N1CCC(CC1)N)(C)C (4-amino-piperidine-1-carboxylic acid 2-trimethylsilanyl-ethyl ester), C([O-])([O-])=O.[Na+].[Na+] (sodium carbonate). Solvent: ClC(C)Cl (dichloroethane), ClCCl (dichloromethane). Conditions: time 8 hour. The product is C[Si](CCOC(=O)N1CCC(CC1)NCC1=C(C=CC(=C1)C1=CC2=C(N(N=N2)C(C2=CC=CC=C2)(C2=CC=CC=C2)C2=CC=CC=C2)C=C1)F)(C)C (4-[2-Fluoro-5-(1-trityl-1H-benzotriazol-5-yl)-benzylamino]-piperidine-1-carboxylic acid 2-trimethylsilany-1-ethyl ester). Isolated yield 65.5%. Reaction SMILES: C(O[BH-](OC(=O)C)OC(=O)C)(=O)C.[Na+].C(O)(=O)C.[F:19][C:20]1[CH:25]=[CH:24][C:23]([C:26]2[CH:53]=[CH:52][C:29]3[N:30]([C:33]([C:46]4[CH:51]=[CH:50][CH:49]=[CH:48][CH:47]=4)([C:40]4[CH:45]=[CH:44][CH:43]=[CH:42][CH:41]=4)[C:34]4[CH:39]=[CH:38][CH:37]=[CH:36][CH:35]=4)[N:31]=[N:32][C:28]=3[CH:27]=2)=[CH:22][C:21]=1[CH:54]=O.[CH3:56][Si:57]([CH3:71])([CH3:70])[CH2:58][CH2:59][O:60][C:61]([N:63]1[CH2:68][CH2:67][CH:66]([NH2:69])[CH2:65][CH2:64]1)=[O:62].C(=O)([O-])[O-].[Na+].[Na+]>ClC(Cl)C.ClCCl>[CH3:56][Si:57]([CH3:71])([CH3:70])[CH2:58][CH2:59][O:60][C:61]([N:63]1[CH2:64][CH2:65][CH:66]([NH:69][CH2:54][C:21]2[CH:22]=[C:23]([C:26]3[CH:53]=[CH:52][C:29]4[N:30]([C:33]([C:46]5[CH:47]=[CH:48][CH:49]=[CH:50][CH:51]=5)([C:40]5[CH:45]=[CH:44][CH:43]=[CH:42][CH:41]=5)[C:34]5[CH:39]=[CH:38][CH:37]=[CH:36][CH:35]=5)[N:31]=[N:32][C:28]=4[CH:27]=3)[CH:24]=[CH:25][C:20]=2[F:19])[CH2:67][CH2:68]1)=[O:62] |f:0.1,5.6.7|. Reported procedure: Sodium triacetoxyborohydride (890 mg, 4.2 mmol) and acetic acid (126 mg, 4.2 mmol) were added to a solution of 5-(4-fluoro-3-formylphenyl)-1-trityl-1H-benzotriazole (1.0 mg, 2.1 mmol) and 4-amino-piperidine-1-carboxylic acid 2-trimethylsilanyl-ethyl ester (760 mg, 3.1 mmol) in dichloroethane. The mixture was stirred at ambient temperature overnight, and then it was diluted with dichloromethane, and neutralized with careful addition of 1 M sodium carbonate solution. The layers were separated and ... Reactants: C1(CC1)C1=CC(=CC2=C1OC(C(N2)=O)C)C=O (8-Cyclopropyl-2-methyl-3-oxo-3,4-dihydro-2H-benzo[b][1,4]oxazine-6-carbaldehyde), N1(CCNCC1)C1=CC=C(C#N)C=C1 (4-(piperazin-1-yl)benzonitrile). Product: C1(CC1)C1=CC(=CC2=C1OC(C(N2)=O)C)CN2CCN(CC2)C2=CC=C(C#N)C=C2 (4-(4-((8-Cyclopropyl-2-methyl-3-oxo-3,4-dihydro-2H-benzo[b][1,4]oxazin-6-yl)methyl)piperazin-1-yl)benzonitrile). RXN SMILES: [CH:1]1([C:4]2[C:9]3[O:10][CH:11]([CH3:15])[C:12](=[O:14])[NH:13][C:8]=3[CH:7]=[C:6]([CH:16]=O)[CH:5]=2)[CH2:3][CH2:2]1.[N:18]1([C:24]2[CH:31]=[CH:30][C:27]([C:28]#[N:29])=[CH:26][CH:25]=2)[CH2:23][CH2:22][NH:21][CH2:20][CH2:19]1>>[CH:1]1([C:4]2[C:9]3[O:10][CH:11]([CH3:15])[C:12](=[O:14])[NH:13][C:8]=3[CH:7]=[C:6]([CH2:16][N:21]3[CH2:20][CH2:19][N:18]([C:24]4[CH:25]=[CH:26][C:27]([C:28]#[N:29])=[CH:30][CH:31]=4)[CH2:23][CH2:22]3)[CH:5]=2)[CH2:2][CH2:3]1. Procedure: Using 346A and 4-(piperazin-1-yl)benzonitrile in the general procedure for reductive aminations, the title compound was obtained as a white solid: 1H NMR (400 MHz, DMSO-d6) δ ppm 0.58-0.71 (m, 2H) 0.85-0.96 (m, 2H) 1.42 (d, J=6.82 Hz, 3H) 2.05-2.12 (m, 1H) 2.38-2.48 (m, 4H) 3.27-3.32 (m, 4H) 3.36 (s, 2H) 4.64 (q, J=6.74 Hz, 1H) 6.41 (d, J=1.52 Hz, 1H) 6.68 (d, J=1.77 Hz, 1H) 7.00 (m, J=9.09 Hz, 2H) 7.57 (m, 2H) 10.56 (br. s., 1H). ESI-MS: m/z 403.4 (M+H)+. mp=194.3-195.5° C. Starting materials: COCC(=O)Cl, Cl, Cc1cccc(C)c1NC1CCOC1=O, Cc1ccccc1C. Product: COCC(=O)N(c1c(C)cccc1C)C1CCOC1=O. Reaction SMILES: [CH3:1][O:2][CH2:3][C:4](=[O:5])[Cl:6].[ClH:22].[O:7]=[C:8]1[O:9][CH2:10][CH2:11][CH:12]1[NH:13][c:14]1[c:15]([CH3:21])[cH:16][cH:17][cH:18][c:19]1[CH3:20].[c:23]1([CH3:24])[c:25]([CH3:26])[cH:27][cH:28][cH:29][cH:30]1>>[CH3:1][O:2][CH2:3][C:4](=[O:5])[N:13]([CH:12]1[C:8](=[O:7])[O:9][CH2:10][CH2:11]1)[c:14]1[c:15]([CH3:21])[cH:16][cH:17][cH:18][c:19]1[CH3:20]. Starting materials: CC1=C(C=CC=C1Br)CO (2-Methyl-3-bromo-phenylmethanol), C1(CCCCC1)P(C1=C(C=CC=C1)C1=C(C=CC=C1OC)OC)C1CCCCC1 (2-dicyclohexylphosphino-2′,6′-dimethoxy-1,1′-biphenyl), C(C1=CC=CC=C1)OC1=CC(=C(C(=C1)C)B(O)O)C ((4-(benzyloxy)-2,6-dimethylphenyl)boronic acid), C([O-])([O-])=O.[Na+].[Na+] (sodium carbonate). Reagents/catalysts: C=1C=CC(=CC1)/C=C/C(=O)/C=C/C2=CC=CC=C2.C=1C=CC(=CC1)/C=C/C(=O)/C=C/C2=CC=CC=C2.C=1C=CC(=CC1)/C=C/C(=O)/C=C/C2=CC=CC=C2.[Pd].[Pd] (tris(dibenzylideneacetone)dipalladium). Run in CN(C=O)C (N,N-dimethylformamide), O (water). The product is C(C1=CC=CC=C1)OC1=CC(=C(C(=C1)C)C1=C(C(=CC=C1)CO)C)C ((4′-(benzyloxy)-2,2′,6′-trimethylbiphenyl-3-yl)methanol). Isolated yield 57.2%. RXN SMILES: [CH3:1][C:2]1[C:7](Br)=[CH:6][CH:5]=[CH:4][C:3]=1[CH2:9][OH:10].[CH2:11]([O:18][C:19]1[CH:24]=[C:23]([CH3:25])[C:22](B(O)O)=[C:21]([CH3:29])[CH:20]=1)[C:12]1[CH:17]=[CH:16][CH:15]=[CH:14][CH:13]=1.C(=O)([O-])[O-].[Na+].[Na+].C1(P(C2CCCCC2)C2C=CC=CC=2C2C(OC)=CC=CC=2OC)CCCCC1>CN(C)C=O.C1C=CC(/C=C/C(/C=C/C2C=CC=CC=2)=O)=CC=1.C1C=CC(/C=C/C(/C=C/C2C=CC=CC=2)=O)=CC=1.C1C=CC(/C=C/C(/C=C/C2C=CC=CC=2)=O)=CC=1.[Pd].[Pd].O>[CH2:11]([O:18][C:19]1[CH:24]=[C:23]([CH3:25])[C:22]([C:7]2[CH:6]=[CH:5][CH:4]=[C:3]([CH2:9][OH:10])[C:2]=2[CH3:1])=[C:21]([CH3:29])[CH:20]=1)[C:12]1[CH:17]=[CH:16][CH:15]=[CH:14][CH:13]=1 |f:2.3.4,7.8.9.10.11|. Procedure details: 2-Methyl-3-bromo-phenylmethanol (201 mg, 1 mmol, prepared by a method disclosed in PCT patent application WO2010143733), (4-(benzyloxy)-2,6-dimethylphenyl) boronic acid 12b (300 mg, 1.20 mmol), 1 mL of 2M aqueous sodium carbonate solution, 2-dicyclohexylphosphino-2′,6′-dimethoxy-1,1′-biphenyl (33 mg, 0.08 mmol) and tris(dibenzylideneacetone)dipalladium (18 mg, 0.02 mmol) were dissolved in 1 mL of N,N-dimethylformamide. The reaction mixture was reacted at 120° C. under microwave conditions for 1 ... Reactants: FC=1C=C(C=CC1)N1N=C(N=C1)O (1-(3-fluorophenyl)-3-hydroxy-1,2,4-1H-triazole), ice water, [Na] (sodium), BrC(C(=O)OCC)C (ethyl 2-bromopropionate). Run in CS(=O)C (dimethylsulfoxide), C(C)O (ethanol). Conditions: time 2 hour. Yields the product C(C)OC(=O)C(C)OC1=NN(C=N1)C1=CC(=CC=C1)F (3-(1-ethoxycarbonylethoxy)-1-(3-fluorophenyl)-1,2,4-1H-triazole). Yield: 32.3%. RXN SMILES: [Na].[F:2][C:3]1[CH:4]=[C:5]([N:9]2[CH:13]=[N:12][C:11]([OH:14])=[N:10]2)[CH:6]=[CH:7][CH:8]=1.Br[CH:16]([CH3:22])[C:17]([O:19][CH2:20][CH3:21])=[O:18]>C(O)C.CS(C)=O>[CH2:20]([O:19][C:17]([CH:16]([O:14][C:11]1[N:12]=[CH:13][N:9]([C:5]2[CH:6]=[CH:7][CH:8]=[C:3]([F:2])[CH:4]=2)[N:10]=1)[CH3:22])=[O:18])[CH3:21] |^1:0|. Reported procedure: A 1.7 g portion of sodium was dissolved in 50 ml of absolute ethanol, and that solution was added to a solution of 13.3 g of 1-(3-fluorophenyl)-3-hydroxy-1,2,4-1H-triazole in 150 ml of dimethylsulfoxide. The solution was heated on the steam bath for 15 minutes, and then 13.5 g of ethyl 2-bromopropionate was added and the mixture was held on the steam bath for 2 hours. It was then poured over ice-water, and the aqueous mixture was extracted with diethyl ether. The organic layer was washed with wa...